Task: describe an organic reaction: reactants, conditions, products, and yield. Dataset: the Open Reaction Database (ORD), a public repository of structured organic reaction records Reactants: [N+](=O)([O-])C=1C=CC2CCC=C(C2C1)OS(=O)(=O)C(F)(F)F (Trifluoromethanesulphonic acid 7-nitro-3,4,4a,8a-tetrahydronaphthalen-1-yl ester), C(C)[Mg]Br (ethylmagnesium bromide), IC=1N=CN(C1)C(C1=CC=CC=C1)(C1=CC=CC=C1)C1=CC=CC=C1 (4-iodo-1-trityl-1H-imidazole), solution. Reagents/catalysts: [Cl-].[Zn+2].[Cl-] (zinc chloride), C1=CC=C(C=C1)P(C2=CC=CC=C2)C3=CC=CC=C3.C1=CC=C(C=C1)P(C2=CC=CC=C2)C3=CC=CC=C3.C1=CC=C(C=C1)P(C2=CC=CC=C2)C3=CC=CC=C3.C1=CC=C(C=C1)P(C2=CC=CC=C2)C3=CC=CC=C3.[Pd] (tetrakis(triphenylphosphine)palladium(O)). Run in O1CCCC1 (tetrahydrofuran), C(C)OCC (diethyl ether), O1CCCC1 (tetrahydrofuran). Run at time 1 hour. Product: [N+](=O)([O-])C=1C=CC2CCC=C(C2C1)C=1N=CN(C1)C(C1=CC=CC=C1)(C1=CC=CC=C1)C1=CC=CC=C1 (4-(7-Nitro-3,4,4a,8a-tetrahydronaphthalen-1-yl)-1-trityl-1H-imidazole). As a reaction SMILES: C([Mg]Br)C.I[C:6]1[N:7]=[CH:8][N:9]([C:11]([C:24]2[CH:29]=[CH:28][CH:27]=[CH:26][CH:25]=2)([C:18]2[CH:23]=[CH:22][CH:21]=[CH:20][CH:19]=2)[C:12]2[CH:17]=[CH:16][CH:15]=[CH:14][CH:13]=2)[CH:10]=1.[N+:30]([C:33]1[CH:34]=[CH:35][CH:36]2[CH:41]([CH:42]=1)[C:40](OS(C(F)(F)F)(=O)=O)=[CH:39][CH2:38][CH2:37]2)([O-:32])=[O:31]>O1CCCC1.C(OCC)C.[Cl-].[Zn+2].[Cl-].C1C=CC(P(C2C=CC=CC=2)C2C=CC=CC=2)=CC=1.C1C=CC(P(C2C=CC=CC=2)C2C=CC=CC=2)=CC=1.C1C=CC(P(C2C=CC=CC=2)C2C=CC=CC=2)=CC=1.C1C=CC(P(C2C=CC=CC=2)C2C=CC=CC=2)=CC=1.[Pd]>[N+:30]([C:33]1[CH:34]=[CH:35][CH:36]2[CH:41]([CH:42]=1)[C:40]([C:6]1[N:7]=[CH:8][N:9]([C:11]([C:12]3[CH:13]=[CH:14][CH:15]=[CH:16][CH:17]=3)([C:24]3[CH:29]=[CH:28][CH:27]=[CH:26][CH:25]=3)[C:18]3[CH:19]=[CH:20][CH:21]=[CH:22][CH:23]=3)[CH:10]=1)=[CH:39][CH2:38][CH2:37]2)([O-:32])=[O:31] |f:5.6.7,8.9.10.11.12|. Reported procedure: At ambient temperature, 15.34 ml of 3M ethylmagnesium bromide are poured into 16.74 g of 4-iodo-1-trityl-1H-imidazole dissolved in 250 ml of tetrahydrofuran. After 1 hour, 76.6 ml of a 1N solution of zinc chloride in diethyl ether are poured in. After contact for 1 hour, 12.4 g of the product obtained in Step 1 dissolved in 100 ml of tetrahydrofuran and 2.22 g of tetrakis(triphenylphosphine)palladium(O) are added and the whole is heated at reflux. Following hydrolysis with a saturated solution o...